This data is from the Open Reaction Database (ORD), a public repository of structured organic reaction records. The task is: describe an organic reaction: reactants, conditions, products, and yield Reactants: C(C1=CC=C(C=C1)OC)(=O)Cl (p-Anisoyl chloride), [H-].[Na+] (NaH), O1NC(CC=C1)=O (oxazinone), C1CCOC1 (THF). Product: C(C)C1C(N(C2=C(O1)C(=CC=C2)C=CC)C(=O)C2=CC=C(C=C2)OC)=O (2-ethyl-4-(4-methoxyphenylcarbonyl)-8-(prop-1-enyl)-2H-benzo[b][1,4]oxazin-3(4H)-one). The yield is 62.0%. Reaction SMILES: [C:1](Cl)(=[O:10])[C:2]1[CH:7]=[CH:6][C:5]([O:8][CH3:9])=[CH:4][CH:3]=1.[H-].[Na+].O1[CH:19]=[CH:18][CH2:17][C:16](=[O:20])[NH:15]1.[CH2:21]1[CH2:25][O:24][CH2:23][CH2:22]1>>[CH2:18]([CH:17]1[O:24][C:23]2[C:2]([CH:3]=[CH:4][CH3:5])=[CH:1][CH:25]=[CH:21][C:22]=2[N:15]([C:1]([C:2]2[CH:7]=[CH:6][C:5]([O:8][CH3:9])=[CH:4][CH:3]=2)=[O:10])[C:16]1=[O:20])[CH3:19] |f:1.2|. Procedure details: Procedure & NMR Data: 137 mg (2.5 eq, 0.8 mmol) of p-Anisoyl chloride was added to a mixture of 49 mg (4 eq, 1.28 mmol) of NaH and 73 mg (0.32 mmol) of oxazinone P2 in THF (14 mL). 73 mg of P8 were obtained, yield 62%. Reactants: COC([C@@H](N)CC1=CC(I)=C(C(I)=C1)OC1=CC(I)=C(C(I)=C1)O)=O (Thyroxine methyl ester), C(=O)(OCC1=CC=CC=C1)NCC(=O)NCC(=O)O (N-carbobenzoxyglycylglycine), C1(CCCCC1)N=C=NCCN1CCOCC1 (cyclohexylmorpholinoethylcarbodiimide), O (water). Run in CC(=O)N(C)C (dimethylacetamide). Conditions: time 24 hour. Yields the product COC([C@@H](NC(CNC(CNC(=O)OCC1=CC=CC=C1)=O)=O)CC1=CC(I)=C(C(I)=C1)OC1=CC(I)=C(C(I)=C1)O)=O (N-carbobenzoxyglycylglycylthyroxine methyl ester). Reaction SMILES: [CH3:1][O:2][C:3](=[O:25])[C@H:4]([CH2:6][C:7]1[CH:14]=[C:12]([I:13])[C:11]([O:15][C:16]2[CH:23]=[C:21]([I:22])[C:20]([OH:24])=[C:18]([I:19])[CH:17]=2)=[C:9]([I:10])[CH:8]=1)[NH2:5].[C:26]([NH:36][CH2:37][C:38]([NH:40][CH2:41][C:42](O)=[O:43])=[O:39])([O:28][CH2:29][C:30]1[CH:35]=[CH:34][CH:33]=[CH:32][CH:31]=1)=[O:27].C1(N=C=NCCN2CCOCC2)CCCCC1.O>CC(N(C)C)=O>[CH3:1][O:2][C:3](=[O:25])[C@H:4]([CH2:6][C:7]1[CH:8]=[C:9]([I:10])[C:11]([O:15][C:16]2[CH:17]=[C:18]([I:19])[C:20]([OH:24])=[C:21]([I:22])[CH:23]=2)=[C:12]([I:13])[CH:14]=1)[NH:5][C:42](=[O:43])[CH2:41][NH:40][C:38](=[O:39])[CH2:37][NH:36][C:26]([O:28][CH2:29][C:30]1[CH:35]=[CH:34][CH:33]=[CH:32][CH:31]=1)=[O:27]. Reported procedure: Thyroxine methyl ester (5 g), as prepared above, N-carbobenzoxyglycylglycine (1.67 g) and cyclohexylmorpholinoethylcarbodiimide (5.3 g) were combined in 40 ml of dimethylacetamide. The mixture was stirred at room temperature for 24 hours, poured into deionized water, and the resulting residue collected and washed with water. The residue was recrystallized from methanol and water, yielding the product, N-carbobenzoxyglycylglycylthyroxine methyl ester. Conditions: temperature 40 celsius, time 4 hour. The solvent is [OH-].[Na+] (sodium hydroxide). As a reaction SMILES: [CH2:1]([S:8]C#N)[C:2]1[CH:7]=[CH:6][CH:5]=[CH:4][CH:3]=1.[CH:11]([Cl:14])([Cl:13])[Cl:12]>[Cl-].C([N+](CC)(CC)CC1C=CC=CC=1)C.[OH-].[Na+]>[C:2]1([CH2:1][S:8][C:11]([Cl:14])([Cl:13])[Cl:12])[CH:7]=[CH:6][CH:5]=[CH:4][CH:3]=1 |f:2.3,4.5|. Product: C1(=CC=CC=C1)CSC(Cl)(Cl)Cl (PhCH2SCCl3). Reagents/catalysts: [Cl-].C(C)[N+](CC1=CC=CC=C1)(CC)CC (triethylbenzylammonium chloride). Reported procedure: Benzyl thiocyanate (29.8 g, 0.2 mol), chloroform (76 g, 0.6 mol) and triethylbenzylammonium chloride (0.5 g, 0.002 mol) were stirred vigorously. 40 ml of 50% aqueous sodium hydroxide were added clowly to this solution (mildly exothermic). The temperature increased to 40° C. and was maintained thereat for 4 h with efficient stirring. Starting materials: C(C1=CC=CC=C1)SC#N (Benzyl thiocyanate), C(Cl)(Cl)Cl (chloroform). Product: [N+](=O)([O-])/C(=C/CCCC=O)/CC1=CC=CC=C1 ((E)-6-nitro-7-phenylhept-5-enal). As a reaction SMILES: [N+:1]([CH2:4][CH2:5][C:6]1[CH:11]=[CH:10][CH:9]=[CH:8][CH:7]=1)([O-:3])=[O:2].C[O:13][CH:14](OC)[CH2:15][CH2:16][CH2:17][CH:18]=O>CCOC(C)=O.CCCCCC>[N+:1](/[C:4](/[CH2:5][C:6]1[CH:11]=[CH:10][CH:9]=[CH:8][CH:7]=1)=[CH:18]/[CH2:17][CH2:16][CH2:15][CH:14]=[O:13])([O-:3])=[O:2] |f:2.3|. The solvent is CCOC(=O)C.CCCCCC (EtOAc Hexane). Isolated yield 39.9%. Starting materials: [N+](=O)([O-])CCC1=CC=CC=C1 (1-(2-nitroethyl)benzene), COC(CCCC=O)OC (5,5-dimethoxypentanal). Procedure: Prepared according to the general procedure B from 1-(2-nitroethyl)benzene 112e (24 mmol) and 5,5-dimethoxypentanal 131 (16 mmol) to provide the title compound as yellow oil (1.49 g, 40% yield) after silica gel chromatography (EtOAc/Hexane). As a reaction SMILES: [C:1]([O:4][C@H:5]1[C@H:10]([O:11][C:12](=[O:14])[CH3:13])[C@H:9]([O:15][C:16](=[O:18])[CH3:17])[C@H:8]([CH3:19])[O:7][C@@H:6]1[O:20][CH2:21][C@@H:22]([C:24]([OH:26])=[O:25])[NH2:23])(=[O:3])[CH3:2].C1C(=O)N([O:34][C:35]([O:37][CH2:38][CH:39]2[C:51]3[C:46](=[CH:47][CH:48]=[CH:49][CH:50]=3)[C:45]3[C:40]2=[CH:41][CH:42]=[CH:43][CH:44]=3)=O)C(=O)C1>N1C=CC=CC=1>[CH:50]1[C:51]2[CH:39]([CH2:38][O:37][C:35]([NH:23][C@H:22]([C:24]([OH:26])=[O:25])[CH2:21][O:20][C@H:6]3[O:7][C@@H:8]([CH3:19])[C@@H:9]([O:15][C:16](=[O:18])[CH3:17])[C@@H:10]([O:11][C:12](=[O:14])[CH3:13])[C@@H:5]3[O:4][C:1](=[O:3])[CH3:2])=[O:34])[C:40]3[C:45](=[CH:44][CH:43]=[CH:42][CH:41]=3)[C:46]=2[CH:47]=[CH:48][CH:49]=1. Yield: 59.8%. Run in N1=CC=CC=C1 (pyridine). Product: C1=CC=CC=2C3=CC=CC=C3C(C12)COC(=O)N[C@@H](CO[C@@H]1[C@@H](OC(C)=O)[C@H](OC(C)=O)[C@H](OC(C)=O)[C@@H](O1)C)C(=O)O (N-(9-Fluorenylmethyloxycarbonyl)-3-O-(2,3,4-tri-O-acetyl-β-L-fucopyrano syl)-L-serine). Reactants: C(C)(=O)O[C@@H]1[C@H](O[C@H]([C@H]([C@H]1OC(C)=O)OC(C)=O)C)OC[C@H](N)C(=O)O (3-O-(2,3,4-tri-O-acetyl-β-L-fucopyranosyl)-L-serine), C1CC(=O)N(C1=O)OC(=O)OCC2C3=CC=CC=C3C4=CC=CC=C24 (Fmoc N-hydroxysuccinimide ester). Procedure: A solution of 3-O-(2,3,4-tri-O-acetyl-β-L-fucopyranosyl)-L-serine (FIG. 1D) (209.6 mg, 0.82 mmol) and Fmoc N-hydroxysuccinimide ester (9-fluorenylmethyl-N-succinimidyl carbonate) (375.7 mg, 1.63 mmol) in dry pyridine (25 ml) was stirred for 15 h at room temperature. Evaporation and co-evaporation of the reaction mixture with toluene left a syrup which was purified by chromatography on silica gel using dichloromethane-methanol 95:5 as eluent. Pure N-(9-Fluorenylmethyloxycarbonyl)-3-O-(2,3,4-tri-O...